This data is from the Open Reaction Database (ORD), a public repository of structured organic reaction records. The task is: describe an organic reaction: reactants, conditions, products, and yield Starting materials: C(=O)C1=CC=C(C=C1)B(O)O (4-formylphenylboronic acid), C([O-])([O-])=O.[Na+].[Na+] (sodium carbonate), tetrakistriphenylphosphine palladium, 10. Run in C1(=CC=CC=C1)C (toluene), C(C)O (ethanol). Reaction conditions: time 24 hour. Yields the product C(=O)C1=CC=C(C=C1)C1=CC=CC=C1 (4-formylbiphenyl). As a reaction SMILES: [CH:1]([C:3]1[CH:8]=[CH:7][C:6](B(O)O)=[CH:5][CH:4]=1)=O.[C:12](=[O:15])([O-])[O-].[Na+].[Na+]>C1(C)C=CC=CC=1.C(O)C>[CH:12]([C:6]1[CH:7]=[CH:8][C:3]([C:1]2[CH:7]=[CH:8][CH:3]=[CH:4][CH:5]=2)=[CH:4][CH:5]=1)=[O:15] |f:1.2.3|. Procedure details: The bromoresin 1-Scheme 10 (1 g, 1 mmol) was swelled in toluene (10 mL) and ethanol (4 mL). To this was added 4-formylphenylboronic acid (450 mg, 3 mmol), aqueous sodium carbonate (2M, 3 mL, 6 mmol) and tetrakistriphenylphosphine palladium (200 mg). The reaction mixture was heated under Argon ("Ar") with stirring for 24 h., cooled and filtered through a sintered glass funnel. Washed the resin with methylene chloride, methanol, methanol-water (1:1), methanol, methylene chloride and finally with m...